The task is: describe an organic reaction: reactants, conditions, products, and yield. This data is from the Open Reaction Database (ORD), a public repository of structured organic reaction records. Procedure details: To a 0° solution of phenylpropyl triphenylphosphonium bromide (3.55 g, 1.25 eq) in 30 ml of dry THF under argon was added K-t-amylate (3.9 ml, 1.1 eq). After stirring for 30 minutes at 0° C. then allowing to warm to room temperature, a solution of 4-formylbenzoic acid methyl ester (1.0 g, 6.1 mmol) in ~8 ml of dry THF was added dropwise. This solution was stirred for 3 hours at room temperature, then diluted with ~1 ml of H2O, and concentrated to remove most of the THF. EtOAc (~200 ml) was added... Reaction conditions: temperature 0 celsius, time 30 minute. Yields the product C1(=CC=CC=C1)CCC=CC1=CC=C(C(=O)OC)C=C1 (4-(4-Phenyl-1-butenyl)benzoic acid, methyl ester). The reactants are [Br-].C1(=CC=CC=C1)CCC[P+](C1=CC=CC=C1)(C1=CC=CC=C1)C1=CC=CC=C1 (phenylpropyl triphenylphosphonium bromide), K-t-amylate, COC(C1=CC=C(C=C1)C=O)=O (4-formylbenzoic acid methyl ester). Solvent: C1CCOC1 (THF), C1CCOC1 (THF), O (H2O). Reaction SMILES: [Br-].[C:2]1([CH2:8][CH2:9][CH2:10][P+](C2C=CC=CC=2)(C2C=CC=CC=2)C2C=CC=CC=2)[CH:7]=[CH:6][CH:5]=[CH:4][CH:3]=1.[CH3:30][O:31][C:32](=[O:41])[C:33]1[CH:38]=[CH:37][C:36]([CH:39]=O)=[CH:35][CH:34]=1>C1COCC1.O>[C:2]1([CH2:8][CH2:9][CH:10]=[CH:39][C:36]2[CH:37]=[CH:38][C:33]([C:32]([O:31][CH3:30])=[O:41])=[CH:34][CH:35]=2)[CH:7]=[CH:6][CH:5]=[CH:4][CH:3]=1 |f:0.1|.